From a dataset of the Open Reaction Database (ORD), a public repository of structured organic reaction records. describe an organic reaction: reactants, conditions, products, and yield Yields the product COc1ccc2[nH]cc(C#N)c2c1. RXN SMILES: [CH3:1][O:2][c:3]1[cH:4][c:5]2[c:6]([C:12](=[O:13])[NH2:14])[cH:7][nH:8][c:9]2[cH:10][cH:11]1.[P:15]([Cl:16])([Cl:17])([Cl:18])=[O:19]>>[CH3:1][O:2][c:3]1[cH:4][c:5]2[c:6]([C:12]#[N:14])[cH:7][nH:8][c:9]2[cH:10][cH:11]1. Starting materials: COc1ccc2[nH]cc(C(N)=O)c2c1, O=P(Cl)(Cl)Cl. Reactants: FC1(CN(C1)C=1C=CC(=NC1OCCF)C(=O)O)F (5-(3,3-Difluoroazetidin-1-yl)-6-(2-fluoroethoxyl)pyridine-2-carboxylic acid), Cl.FC1(C[C@H](NC1)C(=O)N)F ((S)-4,4-difluoropyrrolidine-2-carboxamide hydrochloride). Product: FC1(CN(C1)C=1C=CC(=NC1OCCF)C(=O)N1[C@@H](CC(C1)(F)F)C(=O)N)F ((2S)-1-[5-(3,3-Difluoroazetidin-1-yl)-6-(2-fluoroethoxy)pyridine-2-carbonyl]-4,4-difluoro-pyrrolidine-2-carboxamide). Isolated yield 43.3%. Reaction SMILES: [F:1][C:2]1([F:19])[CH2:5][N:4]([C:6]2[CH:7]=[CH:8][C:9]([C:16]([OH:18])=O)=[N:10][C:11]=2[O:12][CH2:13][CH2:14][F:15])[CH2:3]1.Cl.[F:21][C:22]1([F:30])[CH2:26][NH:25][C@H:24]([C:27]([NH2:29])=[O:28])[CH2:23]1>>[F:19][C:2]1([F:1])[CH2:3][N:4]([C:6]2[CH:7]=[CH:8][C:9]([C:16]([N:25]3[CH2:26][C:22]([F:30])([F:21])[CH2:23][C@H:24]3[C:27]([NH2:29])=[O:28])=[O:18])=[N:10][C:11]=2[O:12][CH2:13][CH2:14][F:15])[CH2:5]1 |f:1.2|. Procedure: In analogy to the procedure described in Example 127 e), 5-(3,3-difluoroazetidin-1-yl)-6-(2-fluoroethoxyl)pyridine-2-carboxylic acid (Example 147 c, 25 mg, 90.5 μmol) was reacted with (S)-4,4-difluoropyrrolidine-2-carboxamide hydrochloride (CAN 426844-51-1, 20.3 mg, 109 μmol) to obtain the title compound (16 mg, 43%) as off-white solid, MS (ESI): m/e=409.1304 [MH+]. Solvent: CO (methanol). Procedure details: Palladium (10 wt. % on activated carbon, 0.28 g) was added to a solution of (1R,4R,5S)-5-(benzyloxy)-2,2-difluorobicyclo[2.2.1]-heptane (1.43 g, 6.0 mmol) in methanol (15 mL), and the mixture was placed under a balloon full of hydrogen.After stirring at ambient temperature for 4 h, the mixture was filtered through a pad of Celite, and the filtrate was concentrated in vacuo. The residue was adsorbed onto a small pad of silica gel, and eluted with 20% of ethyl acetate in hexanes. The solvents were... RXN SMILES: C([O:8][C@H:9]1[CH2:14][C@H:13]2[CH2:15][C@@H:10]1[CH2:11][C:12]2([F:17])[F:16])C1C=CC=CC=1.[H][H]>CO.[Pd]>[F:16][C:12]1([F:17])[CH2:11][C@H:10]2[CH2:15][C@@H:13]1[CH2:14][C@@H:9]2[OH:8]. The reactants are C(C1=CC=CC=C1)O[C@@H]1[C@H]2CC([C@@H](C1)C2)(F)F ((1R,4R,5S)-5-(benzyloxy)-2,2-difluorobicyclo[2.2.1]-heptane), [H][H] (hydrogen). Conditions: time 4 hour. Reagents/catalysts: [Pd] (Palladium). Product: FC1([C@H]2C[C@@H]([C@@H](C1)C2)O)F ((1R,2S,4R)-5,5-Difluorobicyclo[2.2.1]heptan-2-ol). The reactants are CC1(C)CC(c2cccc(N)c2)Nc2ccc(Cl)cc21, O=S(=O)(Cl)c1ccccc1, c1ccncc1. The product is CC1(C)CC(c2cccc(NS(=O)(=O)c3ccccc3)c2)Nc2ccc(Cl)cc21. Reaction SMILES: [Cl:1][c:2]1[cH:3][c:4]2[c:9]([cH:10][cH:11]1)[NH:8][CH:7]([c:12]1[cH:13][c:14]([NH2:18])[cH:15][cH:16][cH:17]1)[CH2:6][C:5]2([CH3:19])[CH3:20].[c:21]1([S:27](=[O:28])(=[O:29])[Cl:30])[cH:22][cH:23][cH:24][cH:25][cH:26]1.[cH:31]1[cH:32][cH:33][n:34][cH:35][cH:36]1>>[Cl:1][c:2]1[cH:3][c:4]2[c:9]([cH:10][cH:11]1)[NH:8][CH:7]([c:12]1[cH:13][c:14]([NH:18][S:27]([c:21]3[cH:22][cH:23][cH:24][cH:25][cH:26]3)(=[O:28])=[O:29])[cH:15][cH:16][cH:17]1)[CH2:6][C:5]2([CH3:19])[CH3:20]. The reactants are CCCCc1nc(C=C2C(=O)NC(=O)N2CCCC)cn1C(c1ccccc1)(c1ccccc1)c1ccccc1, CCCCI, [K+], [K+], O=C([O-])[O-], CN(C)C=O. Yields the product CCCCc1nc(C=C2C(=O)N(CCCC)C(=O)N2CCCC)cn1C(c1ccccc1)(c1ccccc1)c1ccccc1. As a reaction SMILES: [CH2:1]([CH2:2][CH2:3][CH3:4])[N:5]1[C:6](=[O:40])[NH:7][C:8](=[O:39])[C:9]1=[CH:10][c:11]1[cH:12][n:13]([C:20]([c:21]2[cH:22][cH:23][cH:24][cH:25][cH:26]2)([c:27]2[cH:28][cH:29][cH:30][cH:31][cH:32]2)[c:33]2[cH:34][cH:35][cH:36][cH:37][cH:38]2)[c:14]([CH2:16][CH2:17][CH2:18][CH3:19])[n:15]1.[I:47][CH2:48][CH2:49][CH2:50][CH3:51].[K+:41].[K+:42].[O-:43][C:44]([O-:45])=[O:46].[O:52]=[CH:53][N:54]([CH3:55])[CH3:56]>>[CH2:1]([CH2:2][CH2:3][CH3:4])[N:5]1[C:6](=[O:40])[N:7]([CH2:48][CH2:49][CH2:50][CH3:51])[C:8](=[O:39])[C:9]1=[CH:10][c:11]1[cH:12][n:13]([C:20]([c:21]2[cH:22][cH:23][cH:24][cH:25][cH:26]2)([c:27]2[cH:28][cH:29][cH:30][cH:31][cH:32]2)[c:33]2[cH:34][cH:35][cH:36][cH:37][cH:38]2)[c:14]([CH2:16][CH2:17][CH2:18][CH3:19])[n:15]1. Starting materials: NC(C1=NC2=C(N1)C=CC(=C2)C#N)C2=C1C=CNC1=C(C=C2CC)C (2-(amino(5-ethyl-7-methyl-1H-indol-4-yl)methyl)-1H-benzo[d]imidazole-5-carbonitrile), C(C)(C)C1=C(C=2C=CN(C2C(=C1)C)S(=O)(=O)C1=CC=C(C)C=C1)C=O (5-Isopropyl-7-methyl-1-tosyl-1H-indole-4-carbaldehyde). The product is NC(C1=NC2=C(N1)C=CC(=C2)C#N)C2=C1C=CNC1=C(C=C2C(C)C)C ((±)-2-(Amino(5-isopropyl-7-methyl-1H-indol-4-yl)methyl)-1H-benzo[d]imidazole-5-carbonitrile). Reaction SMILES: [NH2:1][CH:2]([C:14]1[C:22]([CH2:23][CH3:24])=[CH:21][C:20]([CH3:25])=[C:19]2[C:15]=1[CH:16]=[CH:17][NH:18]2)[C:3]1[NH:7][C:6]2[CH:8]=[CH:9][C:10]([C:12]#[N:13])=[CH:11][C:5]=2[N:4]=1.[CH:26](C1C=C(C)C2N(S(C3C=CC(C)=CC=3)(=O)=O)C=CC=2C=1C=O)(C)C>>[NH2:1][CH:2]([C:14]1[C:22]([CH:23]([CH3:26])[CH3:24])=[CH:21][C:20]([CH3:25])=[C:19]2[C:15]=1[CH:16]=[CH:17][NH:18]2)[C:3]1[NH:7][C:6]2[CH:8]=[CH:9][C:10]([C:12]#[N:13])=[CH:11][C:5]=2[N:4]=1. Procedure: The title compound was synthesized following the same procedures that led to 2-(amino(5-ethyl-7-methyl-1H-indol-4-yl)methyl)-1H-benzo[d]imidazole-5-carbonitrile (Example 96) starting from 5-Isopropyl-7-methyl-1-tosyl-1H-indole-4-carbaldehyde (Example 50-A). 1H NMR (400 MHz, ACETONITRILE-d3 with about 5 μL TFA) δ ppm 9.50 (br. s., 1H), 8.00 (s, 1H), 7.60 (d, J=8.30 Hz, 1H), 7.56 (dd, J=1.50, 8.30 Hz, 1H), 7.05-7.20 (m, 2H), 6.55 (s, 1H), 5.71-5.88 (m, 1H), 3.33-3.48 (m, 1H), 2.52 (s, 3H), 1.36 (d... Reactants: Cl.NCC(=O)C1=CC=CC=C1 (2-amino-1-phenylethanonehydrochloride), TEA, CS(=O)(=O)Cl (methylsulfonyl chloride). Run in CN(C)C=O (DMF). Run at time 12 hour. The product is O=C(CNS(=O)(=O)C)C1=CC=CC=C1 (N-(2-oxo-2-phenylethyl)methanesulfonamide). Yield: 98.5%. Reaction SMILES: Cl.[NH2:2][CH2:3][C:4]([C:6]1[CH:11]=[CH:10][CH:9]=[CH:8][CH:7]=1)=[O:5].[CH3:12][S:13](Cl)(=[O:15])=[O:14]>CN(C=O)C>[O:5]=[C:4]([C:6]1[CH:11]=[CH:10][CH:9]=[CH:8][CH:7]=1)[CH2:3][NH:2][S:13]([CH3:12])(=[O:15])=[O:14] |f:0.1|. Procedure: To a solution of 2-amino-1-phenylethanonehydrochloride (1a) (1715 mg, 10 mmol) in DMF (20 mL) was added TEA (2.8 mL, 20 mmol). Upon cooling under ice-water bath, methylsulfonyl chloride (0.77 mL, 10 mmol) was added slowly and the reaction mixture stirred at RT for 12 h. The mixture was partitioned between dichloromethane and brine, dried over sodium sulfate and then concentrated in vacuo to give the title compound (2100 mg, 98%) as an off white solid. MS APCI, m/z=214 (M+1). LCMS: 1.19 min.